The task is: describe an organic reaction: reactants, conditions, products, and yield. This data is from the Open Reaction Database (ORD), a public repository of structured organic reaction records. The reactants are FC1=C(CC2(CCN(CC2)C2=CC=C(C(=O)N)C=C2)OC)C=CC=C1 (4-(4-(2-fluorobenzyl)-4-methoxy-1-piperidinyl)benzamide), CN(C)C=O (DMF), C(C(=O)Cl)(=O)Cl (oxalyl chloride), N1=CC=CC=C1 (pyridine). Solvent: C(C)#N (acetonitrile). Reaction conditions: time 5 minute. Product: FC1=C(CC2(CCN(CC2)C2=CC=C(C#N)C=C2)OC)C=CC=C1 (4-(4-(2-fluorobenzyl)-4-methoxy-1-piperidinyl)benzonitrile). RXN SMILES: [F:1][C:2]1[CH:25]=[CH:24][CH:23]=[CH:22][C:3]=1[CH2:4][C:5]1([O:20][CH3:21])[CH2:10][CH2:9][N:8]([C:11]2[CH:19]=[CH:18][C:14]([C:15]([NH2:17])=O)=[CH:13][CH:12]=2)[CH2:7][CH2:6]1.CN(C=O)C.C(Cl)(=O)C(Cl)=O.N1C=CC=CC=1>C(#N)C>[F:1][C:2]1[CH:25]=[CH:24][CH:23]=[CH:22][C:3]=1[CH2:4][C:5]1([O:20][CH3:21])[CH2:10][CH2:9][N:8]([C:11]2[CH:19]=[CH:18][C:14]([C:15]#[N:17])=[CH:13][CH:12]=2)[CH2:7][CH2:6]1. Reported procedure: A solution of EXAMPLE 1F in acetonitrile (20 mL) at 0° C. was treated with DMF (0.543 mL, 7.02 mmol) and oxalyl chloride (0.561 mL, 6.43 mmol), stirred for 5 minutes, treated with pyridine (1.04 mL, 12.866 mmol), and stirred for another 50 minutes at 0° C. The reaction mixture was partitioned between ethyl acetate and saturated aqueous NaHCO3, the aqueous layer extracted with ethyl acetate three times and the combined organic layers dried (MgSO4), filtered, and concentrated to give the desired p... Reactants: CC(C)(C)OC(=O)N1CCCC1COc1ccc(O)cc1, Fc1ccc(CBr)cc1. Product: CC(C)(C)OC(=O)N1CCCC1COc1ccc(OCc2ccc(F)cc2)cc1. RXN SMILES: [C:1]([CH3:2])([CH3:3])([CH3:4])[O:5][C:6](=[O:7])[N:8]1[CH:9]([CH2:13][O:14][c:15]2[cH:16][cH:17][c:18]([OH:21])[cH:19][cH:20]2)[CH2:10][CH2:11][CH2:12]1.[F:22][c:23]1[cH:24][cH:25][c:26]([CH2:27][Br:28])[cH:29][cH:30]1>>[C:1]([CH3:2])([CH3:3])([CH3:4])[O:5][C:6](=[O:7])[N:8]1[CH:9]([CH2:13][O:14][c:15]2[cH:16][cH:17][c:18]([O:21][CH2:27][c:26]3[cH:25][cH:24][c:23]([F:22])[cH:30][cH:29]3)[cH:19][cH:20]2)[CH2:10][CH2:11][CH2:12]1.